Dataset: the Open Reaction Database (ORD), a public repository of structured organic reaction records. Task: describe an organic reaction: reactants, conditions, products, and yield The reactants are CC(=O)NC(Cc1ccc(NC(=O)CCCCCCC(=O)NO)cc1)C(=O)OC1CCCC1, [Na+], [OH-], O. Product: CC(=O)NC(Cc1ccc(NC(=O)CCCCCCC(=O)NO)cc1)C(=O)O. RXN SMILES: [CH:1]1([O:6][C:7]([CH:8]([CH2:9][c:10]2[cH:11][cH:12][c:13]([NH:16][C:17]([CH2:18][CH2:19][CH2:20][CH2:21][CH2:22][CH2:23][C:24]([NH:25][OH:26])=[O:27])=[O:28])[cH:14][cH:15]2)[NH:29][C:30]([CH3:31])=[O:32])=[O:33])[CH2:2][CH2:3][CH2:4][CH2:5]1.[Na+:35].[OH-:34].[OH2:36]>>[O:6]=[C:7]([CH:8]([CH2:9][c:10]1[cH:11][cH:12][c:13]([NH:16][C:17]([CH2:18][CH2:19][CH2:20][CH2:21][CH2:22][CH2:23][C:24]([NH:25][OH:26])=[O:27])=[O:28])[cH:14][cH:15]1)[NH:29][C:30]([CH3:31])=[O:32])[OH:33]. Starting materials: CC=1NC2=CC=CC=C2C1C(C(=C(C(=O)O)Cl)Cl)=O (4-(2-methyl-3-indolyl)-2,3-dichloro-4-oxo-2-butenoic acid), C(C)N1C(=CC2=CC=CC=C12)C (1-ethyl-2-methylindole). Yields the product CC=1NC2=CC=CC=C2C1C1(C(=C(C(O1)=O)Cl)Cl)C1=C(N(C2=CC=CC=C12)CC)C (5-(2-methyl-3-indolyl)-5-(1-ethyl-2-methyl-3-indolyl)3,4-dichloro-2(5H)-furanone). As a reaction SMILES: [CH3:1][C:2]1[NH:3][C:4]2[C:9]([C:10]=1[C:11](=[O:19])[C:12]([Cl:18])=[C:13]([Cl:17])[C:14]([OH:16])=O)=[CH:8][CH:7]=[CH:6][CH:5]=2.[CH2:20]([N:22]1[C:30]2[C:25](=[CH:26][CH:27]=[CH:28][CH:29]=2)[CH:24]=[C:23]1[CH3:31])[CH3:21]>>[CH3:1][C:2]1[NH:3][C:4]2[C:9]([C:10]=1[C:11]1([C:24]3[C:25]4[C:30](=[CH:29][CH:28]=[CH:27][CH:26]=4)[N:22]([CH2:20][CH3:21])[C:23]=3[CH3:31])[O:19][C:14](=[O:16])[C:13]([Cl:17])=[C:12]1[Cl:18])=[CH:8][CH:7]=[CH:6][CH:5]=2. Procedure: Following a procedure similar to that described above in Example 25, part B, 5.0 g (0.017 mole) of 4-(2-methyl-3-indolyl)-2,3-dichloro-4-oxo-2-butenoic acid and 2.7 g (0.017 mole) of 1-ethyl-2-methylindole were interacted to obtain 5-(2-methyl-3-indolyl)-5-(1-ethyl-2-methyl-3-indolyl)3,4-dichloro-2(5H)-furanone (Formula V: R=Y=Y1 =H; R1 =R3 =CH3 ; R2 =CH3CH2) as a red-blue solid which melted in the range of 282°-285° C. The reactants are O=C([O-])C(O)C(O)C(=O)[O-], CC(C)C[Al+]CC(C)C, COC(=O)C1COC(C)(C)N1C(=O)OC(C)(C)C, CO, Cc1ccccc1, [H-], [K+], [Na+]. Product: CC(C)(C)OC(=O)N1C(C=O)COC1(C)C. RXN SMILES: [C:31]([CH:32]([CH:33]([C:34]([O-:35])=[O:36])[OH:37])[OH:38])([O-:39])=[O:40].[CH2:20]([Al+:21][CH2:22][CH:23]([CH3:24])[CH3:25])[CH:26]([CH3:27])[CH3:28].[CH3:1][C:2]1([CH3:18])[O:3][CH2:4][CH:5]([C:14](=[O:15])[O:16][CH3:17])[N:6]1[C:7](=[O:8])[O:9][C:10]([CH3:11])([CH3:12])[CH3:13].[CH3:29][OH:30].[CH3:43][c:44]1[cH:45][cH:46][cH:47][cH:48][cH:49]1.[H-:19].[K+:42].[Na+:41]>>[CH3:1][C:2]1([CH3:18])[O:3][CH2:4][CH:5]([CH:14]=[O:15])[N:6]1[C:7](=[O:8])[O:9][C:10]([CH3:11])([CH3:12])[CH3:13]. The reactants are COC(=O)c1ccc(Br)cc1OC, O=C([O-])[O-], O=C[O-], [Na+], [Na+], [Na+], CN(C)C=O. Yields the product COC(=O)c1ccc(C=O)cc1OC. As a reaction SMILES: [Br:1][c:2]1[cH:3][c:4]([O:12][CH3:13])[c:5]([C:6](=[O:7])[O:8][CH3:9])[cH:10][cH:11]1.[C:18](=[O:19])([O-:20])[O-:21].[CH:14](=[O:15])[O-:16].[Na+:17].[Na+:22].[Na+:23].[O:24]=[CH:25][N:26]([CH3:27])[CH3:28]>>[c:2]1([CH:14]=[O:15])[cH:3][c:4]([O:12][CH3:13])[c:5]([C:6](=[O:7])[O:8][CH3:9])[cH:10][cH:11]1. Reported procedure: To 15 ml of formic acid was added dropwise 5 ml of acetic anhydride, and the mixture was stirred for 20 minutes at room temperature. To the mixture was added dropwise a solution of 2.2 g of 2,3,4,5-tetrahydro-1,4-benzoxazepine in 10 ml of dichloromethane, and the mixture was stirred for 30 minutes at room temperature. The reaction mixture was poured into ice-water, then the mixture was subjected to extraction with dichloromethane. The extract was washed successively with a saturated aqueous solu... Product: C(=O)N1CCOC2=C(C1)C=CC=C2 (4-formyl-2,3,4,5-tetrahydro-1,4-benzoxazepine). Reaction SMILES: [CH:1](O)=[O:2].C(OC(=O)C)(=O)C.[O:11]1[C:17]2[CH:18]=[CH:19][CH:20]=[CH:21][C:16]=2[CH2:15][NH:14][CH2:13][CH2:12]1>ClCCl>[CH:1]([N:14]1[CH2:15][C:16]2[CH:21]=[CH:20][CH:19]=[CH:18][C:17]=2[O:11][CH2:12][CH2:13]1)=[O:2]. The reactants are ice water, C(=O)O (formic acid), C(C)(=O)OC(C)=O (acetic anhydride), O1CCNCC2=C1C=CC=C2 (2,3,4,5-tetrahydro-1,4-benzoxazepine). Run in ClCCl (dichloromethane). Run at time 20 minute.